Dataset: the Open Reaction Database (ORD), a public repository of structured organic reaction records. Task: describe an organic reaction: reactants, conditions, products, and yield Reactants: CO, COC(=O)c1cc(Cl)cc2cc(C)[nH]c12, [Na+], [OH-]. The product is Cc1cc2cc(Cl)cc(C(=O)O)c2[nH]1. As a reaction SMILES: [CH3:18][OH:19].[CH3:1][O:2][C:3](=[O:4])[c:5]1[cH:6][c:7]([Cl:15])[cH:8][c:9]2[cH:10][c:11]([CH3:14])[nH:12][c:13]12.[Na+:17].[OH-:16]>>[O:2]=[C:3]([OH:4])[c:5]1[cH:6][c:7]([Cl:15])[cH:8][c:9]2[cH:10][c:11]([CH3:14])[nH:12][c:13]12. Procedure details: A mixture of 1-(4-piperidinyl)-1H-indole (4.1 g), 6-(2-chloroethyl)-7-methyl-5H-thiazolo[3,2-a]pyrimidin-5-one (3.4 g), prepared as described in EP-A-0,196,132, sodium carbonate (6 g) and potassium iodide (0.1 g) in 4-methyl-2-pentanone (250 ml) was stirred and refluxed overnight. The warm reaction mixture was filtered and the filtrate was evaporated. The residue was purified over silica gel on a glass filter (eluent: CH2Cl2 /C2H5OH 90/10). The pure fractions were collected and the solvent was e... Yields the product N1(C=CC2=CC=CC=C12)C1CCN(CC1)CCC1=C(N=C2N(C1=O)C=CS2)C (6-[2-[4-(1H-indol-1-yl)-1-piperidinyl]ethyl]-7-methyl-5H-thiazolo[3,2-a]pyrimidin-5-one). Starting materials: N1CCC(CC1)N1C=CC2=CC=CC=C12 (1-(4-piperidinyl)-1H-indole), ClCCC1=C(N=C2N(C1=O)C=CS2)C (6-(2-chloroethyl)-7-methyl-5H-thiazolo[3,2-a]pyrimidin-5-one), C([O-])([O-])=O.[Na+].[Na+] (sodium carbonate). The yield is 51.4%. The reagents and catalysts are [I-].[K+] (potassium iodide). Run in CC(CC(C)=O)C (4-methyl-2-pentanone). As a reaction SMILES: [NH:1]1[CH2:6][CH2:5][CH:4]([N:7]2[C:15]3[C:10](=[CH:11][CH:12]=[CH:13][CH:14]=3)[CH:9]=[CH:8]2)[CH2:3][CH2:2]1.Cl[CH2:17][CH2:18][C:19]1[C:24](=[O:25])[N:23]2[CH:26]=[CH:27][S:28][C:22]2=[N:21][C:20]=1[CH3:29].C(=O)([O-])[O-].[Na+].[Na+]>CC(C)CC(=O)C.[I-].[K+]>[N:7]1([CH:4]2[CH2:5][CH2:6][N:1]([CH2:17][CH2:18][C:19]3[C:24](=[O:25])[N:23]4[CH:26]=[CH:27][S:28][C:22]4=[N:21][C:20]=3[CH3:29])[CH2:2][CH2:3]2)[C:15]2[C:10](=[CH:11][CH:12]=[CH:13][CH:14]=2)[CH:9]=[CH:8]1 |f:2.3.4,6.7|. Reactants: BrC1=C(C(=CC(=C1)OC(F)(F)F)CC=C)O (2-bromo-6-(prop-2-enyl)-4-trifluormethoxyphenol), CO (methanol). Solvent: ClCCl (dichloromethane). Run at time 15 hour. Yields the product BrC1=C(C(=CC(=C1)OC(F)(F)F)CCO)O (2-Bromo-6-(2-hydroxyethyl)-4-trifluoromethoxyphenol). RXN SMILES: [Br:1][C:2]1[CH:7]=[C:6]([O:8][C:9]([F:12])([F:11])[F:10])[CH:5]=[C:4]([CH2:13][CH:14]=C)[C:3]=1[OH:16].C[OH:18]>ClCCl>[Br:1][C:2]1[CH:7]=[C:6]([O:8][C:9]([F:12])([F:11])[F:10])[CH:5]=[C:4]([CH2:13][CH2:14][OH:18])[C:3]=1[OH:16]. Procedure details: Through a cooled (-78° C.) solution of 2-bromo-6-(prop-2-enyl)-4-trifluormethoxyphenol (Description 15.; 5.9 g, 0.02 mol) in dichloromethane (30 ml) and methanol (30 ml) was bubbled a mixture of ozone in oxygen for 4 h. After the solution had been purged with nitrogen for 1 h., sodium borohydride (0.755 g) was added and then stirred at room temperature for 15 h. The solvent was removed in vacuo and the residue partitioned between ethyl acetate and water containing (2M HCl (20 ml). The organic ph... Reactants: C(C)(C)(C)OC1=NC=C(C(=N1)OC(C)(C)C)B(O)O (2,4-Di-tert-butoxypyrimidin-5-ylboronic acid), C([O-])([O-])=O.[Na+].[Na+] (sodium carbonate), ClC=1C2=C(N=CN1)NC=C2 (4-chloro-7H-pyrrolo[2,3-d]pyrimidine). The reagents and catalysts are [Pd].C1(=CC=CC=C1)P(C1=CC=CC=C1)C1=CC=CC=C1.C1(=CC=CC=C1)P(C1=CC=CC=C1)C1=CC=CC=C1.C1(=CC=CC=C1)P(C1=CC=CC=C1)C1=CC=CC=C1.C1(=CC=CC=C1)P(C1=CC=CC=C1)C1=CC=CC=C1 (tetrakis(triphenylphosphine) palladium(0)). The solvent is O (water), COCCOC (DME), O (water). Conditions: temperature 80 celsius. Yields the product C(C)(C)(C)OC1=NC=C(C(=N1)OC(C)(C)C)C=1C2=C(N=CN1)NC=C2 (4-(2,4-di-tert-butoxypyrimidin-5-yl)-7H-pyrrolo[2,3-d]pyrimidine). Yield: 71.7%. RXN SMILES: [C:1]([O:5][C:6]1[N:11]=[C:10]([O:12][C:13]([CH3:16])([CH3:15])[CH3:14])[C:9](B(O)O)=[CH:8][N:7]=1)([CH3:4])([CH3:3])[CH3:2].C(=O)([O-])[O-].[Na+].[Na+].Cl[C:27]1[C:28]2[CH:35]=[CH:34][NH:33][C:29]=2[N:30]=[CH:31][N:32]=1>COCCOC.O.[Pd].C1(P(C2C=CC=CC=2)C2C=CC=CC=2)C=CC=CC=1.C1(P(C2C=CC=CC=2)C2C=CC=CC=2)C=CC=CC=1.C1(P(C2C=CC=CC=2)C2C=CC=CC=2)C=CC=CC=1.C1(P(C2C=CC=CC=2)C2C=CC=CC=2)C=CC=CC=1>[C:1]([O:5][C:6]1[N:11]=[C:10]([O:12][C:13]([CH3:16])([CH3:15])[CH3:14])[C:9]([C:27]2[C:28]3[CH:35]=[CH:34][NH:33][C:29]=3[N:30]=[CH:31][N:32]=2)=[CH:8][N:7]=1)([CH3:4])([CH3:3])[CH3:2] |f:1.2.3,7.8.9.10.11|. Reported procedure: 2,4-Di-tert-butoxypyrimidin-5-ylboronic acid (17.5 g, 65.4 mmol), tetrakis(triphenylphosphine) palladium(0) (7.6 g, 6.54 mmol) and sodium carbonate (20.8 g, 196 mmol) were added to a solution of 4-chloro-7H-pyrrolo[2,3-d]pyrimidine (10 g, 65.4 mmol) in DME (400 mL) and water (150 mL). With vigorous stirring, the mixture was heated to 80° C. for 24 h. The reaction mixture was cooled to RT and poured into water (100 mL). The mixture was extracted with EtOAc (100 mL) twice. The combined organic lay... The reactants are ClCCCl, CNC, CC#N, O=C(O)c1ccn2cc(Cn3ccc4c(C(=O)c5c(F)cc(F)cc5F)c[nH]c4c3=O)nc2c1, CN(C)C=O, On1nnc2ccccc21. Product: CN(C)C(=O)c1ccn2cc(Cn3ccc4c(C(=O)c5c(F)cc(F)cc5F)c[nH]c4c3=O)nc2c1. Reaction SMILES: [CH2:35]([Cl:36])[CH2:37][Cl:38].[CH3:49][NH:50][CH3:51].[CH3:57][C:58]#[N:59].[O:1]=[c:2]1[n:3]([CH2:22][c:23]2[n:24][c:25]3[n:26]([cH:27][cH:28][c:29]([C:31](=[O:32])[OH:33])[cH:30]3)[cH:34]2)[cH:4][cH:5][c:6]2[c:7]1[nH:8][cH:9][c:10]2[C:11]([c:12]1[c:13]([F:20])[cH:14][c:15]([F:19])[cH:16][c:17]1[F:18])=[O:21].[O:52]=[CH:53][N:54]([CH3:55])[CH3:56].[OH:39][n:40]1[c:41]2[c:42]([cH:43][cH:44][cH:45][cH:46]2)[n:47][n:48]1>>[O:1]=[c:2]1[n:3]([CH2:22][c:23]2[n:24][c:25]3[n:26]([cH:27][cH:28][c:29]([C:31](=[O:33])[N:50]([CH3:49])[CH3:51])[cH:30]3)[cH:34]2)[cH:4][cH:5][c:6]2[c:7]1[nH:8][cH:9][c:10]2[C:11]([c:12]1[c:13]([F:20])[cH:14][c:15]([F:19])[cH:16][c:17]1[F:18])=[O:21]. Starting materials: Br (HBr), NC(C(C(CC=1SC=CC1)NC(OCC1=CC=CC=C1)=O)O)=O (phenylmethyl [3-amino-2-hydroxy-3-oxo-1-(2-thienylmethyl)propyl]carbamate). Solvent: C(C)(=O)O (acetic acid), C(C)(=O)O (acetic acid). Run at time 2 hour. Yields the product NC(C(C(=O)N)O)CC=1SC=CC1 (3-Amino-2-hydroxy-4-(2-thienyl)butanamide). Yield: 131.3%. Reaction SMILES: Br.[NH2:2][C:3](=[O:24])[CH:4]([OH:23])[CH:5]([NH:12]C(=O)OCC1C=CC=CC=1)[CH2:6][C:7]1[S:8][CH:9]=[CH:10][CH:11]=1>C(O)(=O)C>[NH2:12][CH:5]([CH2:6][C:7]1[S:8][CH:9]=[CH:10][CH:11]=1)[CH:4]([OH:23])[C:3]([NH2:2])=[O:24]. Reported procedure: 70 ml of 30% HBr in glacial acetic acid were added to 11 g of phenylmethyl [3-amino-2-hydroxy-3-oxo-1-(2-thienylmethyl)propyl]carbamate (29.66 mmol) in 30 ml of glacial acetic acid. After about 2 hours, the mixture was concentrated and the resulting residue was stirred firstly with cyclohexane and then with dichloromethane. 7.8 g of the title compound were obtained as hydrobromide. Starting materials: CC(=O)Cl, ClC(Cl)Cl, Nc1cc2c([nH]c1=O)CCc1ccccc1-2, c1ccncc1. Product: CC(=O)Nc1cc2c([nH]c1=O)CCc1ccccc1-2. RXN SMILES: [CH3:23][C:24]([Cl:25])=[O:26].[CH:27]([Cl:28])([Cl:29])[Cl:30].[NH2:1][c:2]1[c:3](=[O:16])[nH:4][c:5]2[c:10]([cH:11]1)-[c:9]1[c:8]([cH:15][cH:14][cH:13][cH:12]1)[CH2:7][CH2:6]2.[cH:17]1[cH:18][cH:19][n:20][cH:21][cH:22]1>>[NH:1]([c:2]1[c:3](=[O:16])[nH:4][c:5]2[c:10]([cH:11]1)-[c:9]1[c:8]([cH:15][cH:14][cH:13][cH:12]1)[CH2:7][CH2:6]2)[C:24]([CH3:23])=[O:26].